This data is from the Open Reaction Database (ORD), a public repository of structured organic reaction records. The task is: describe an organic reaction: reactants, conditions, products, and yield Reactants: N1C(=NC2=C1C=CC=C2)C(=O)C2CC(C2)N2C(=NC=1C2=NC=CC1)OC ((1H-benzo[d]imidazol-2-yl)(3-(2-methoxy-3H-imidazo[4,5-b]pyridin-3-yl)cyclobutyl)methanone), [BH4-].[Na+] (sodium borohydride). Run in O1CCCC1 (tetrahydrofuran). Yields the product N1C(=NC2=C1C=CC=C2)C(O)C2CC(C2)N2C(=NC=1C2=NC=CC1)OC ((1H-benzo[d]imidazol-2-yl)(3-(2-methoxy-3H-imidazo[4,5-b]pyridin-3-yl)cyclobutyl)methanol). As a reaction SMILES: [NH:1]1[C:5]2[CH:6]=[CH:7][CH:8]=[CH:9][C:4]=2[N:3]=[C:2]1[C:10]([CH:12]1[CH2:15][CH:14]([N:16]2[C:20]3=[N:21][CH:22]=[CH:23][CH:24]=[C:19]3[N:18]=[C:17]2[O:25][CH3:26])[CH2:13]1)=[O:11].[BH4-].[Na+]>O1CCCC1>[NH:1]1[C:5]2[CH:6]=[CH:7][CH:8]=[CH:9][C:4]=2[N:3]=[C:2]1[CH:10]([CH:12]1[CH2:15][CH:14]([N:16]2[C:20]3=[N:21][CH:22]=[CH:23][CH:24]=[C:19]3[N:18]=[C:17]2[O:25][CH3:26])[CH2:13]1)[OH:11] |f:1.2|. Procedure: (1H-benzo[d]imidazol-2-yl)(3-(2-methoxy-3H-imidazo[4,5-b]pyridin-3-yl)cyclobutyl)methanone (60 mg, 0.17 mmol) was dissolved in dry tetrahydrofuran (10 mL) and treated with sodium borohydride (11 mg, 0.29 mmol). The reaction was stirred at room temperature until the starting material was consumed by TLC. After that, the reaction solution was concentrated under reduced pressure and the residue was purified by column chromatography on silica gel, followed by prep. TLC (dichloromethane:methanol=10:1... Reactants: OC[C@H](C(=O)NOCC1=CC=CC=C1)CCCC ((2R)-2-(hydroxymethyl)-N-[(phenylmethyl)oxy]hexanamide), C1=CC=C(C=C1)P(C2=CC=CC=C2)C3=CC=CC=C3 (Ph3P), CC(C)OC(=O)/N=N/C(=O)OC(C)C (DIAD). The solvent is C1CCOC1 (THF). Reaction conditions: time 8 hour. Yields the product C(CCC)[C@H]1C(N(C1)OCC1=CC=CC=C1)=O ((3R)-3-Butyl-1-[(phenylmethyl)oxy]-2-azetidinone). The yield is 107.8%. Reaction SMILES: O[CH2:2][C@@H:3]([CH2:15][CH2:16][CH2:17][CH3:18])[C:4]([NH:6][O:7][CH2:8][C:9]1[CH:14]=[CH:13][CH:12]=[CH:11][CH:10]=1)=[O:5].C1C=CC(P(C2C=CC=CC=2)C2C=CC=CC=2)=CC=1.CC(OC(/N=N/C(OC(C)C)=O)=O)C>C1COCC1>[CH2:15]([C@@H:3]1[CH2:2][N:6]([O:7][CH2:8][C:9]2[CH:14]=[CH:13][CH:12]=[CH:11][CH:10]=2)[C:4]1=[O:5])[CH2:16][CH2:17][CH3:18]. Procedure: To a solution of (2R)-2-(hydroxymethyl)-N-[(phenylmethyl)oxy]hexanamide (6) (52 g, 0.21 mol) and Ph3P (60 g, 0.23 mol) in THF (1500 mL) at 0° C. was added DIAD (41.8 g, 0.21 mol). The mixture was warmed up to rt and stirred overnight. TLC indicated completion of the reaction. THF was removed under vacuum. The residue was titurated with ethyl acetate/petroleum ether (1:10) and filtered. The filtrate was concentrated and the residue was purified by flash column chromatography to provide the title ... The reactants are Cl.NC(CC(C)C)C(=O)N (D,L-leucine amide hydrochloride), [H-].[Al+3].[Li+].[H-].[H-].[H-] (lithium aluminum hydride). Run in C(C)O (ethanol), C1CCOC1 (THF). Yields the product Cl.Cl.NCC(CC(C)C)N (1,2-Diamino-4-methylpentane Dihydrochloride). Isolated yield 149.1%. Reaction SMILES: [ClH:1].[NH2:2][CH:3]([C:8]([NH2:10])=O)[CH2:4][CH:5]([CH3:7])[CH3:6].[H-].[Al+3].[Li+].[H-].[H-].[H-]>C1COCC1.C(O)C>[ClH:1].[ClH:1].[NH2:10][CH2:8][CH:3]([NH2:2])[CH2:4][CH:5]([CH3:7])[CH3:6] |f:0.1,2.3.4.5.6.7,10.11.12|. Reported procedure: To a stirred slurry of D,L-leucine amide hydrochloride (50.0 g, 0.300 mole) in anhydrous THF (500 ml) at room temperature under a dry argon atmosphere was added a solution of lithium aluminum hydride (1200 ml-1.0M in THF, 1.20 mole) over a 15 minute period. The mixture was refluxed for 8 h and then quenched by the dropwise addition of H2O (200 ml) while cooling in an ice bath. The mixture was filtered to remove solid and the filtrate was retained. The solid was washed with THF (100 ml) and slurr...